The task is: describe an organic reaction: reactants, conditions, products, and yield. This data is from the Open Reaction Database (ORD), a public repository of structured organic reaction records. The reactants are O=c1c(Cc2cccnc2)cn2c3cc(Br)ccc3c3cc(OCCCO)cc1c32, CS(=O)(=O)O, CO. Product: O=c1c(Cc2cccnc2)cn2c3cc(Br)ccc3c3cc(OCCCO)cc1c32, CS(=O)(=O)O. Reaction SMILES: [Br:1][c:2]1[cH:3][c:4]2[n:5]3[c:6]4[c:7]([cH:8][c:9]([O:15][CH2:16][CH2:17][CH2:18][OH:19])[cH:10][c:11]4[c:12]2[cH:13][cH:14]1)[c:20](=[O:30])[c:21]([CH2:23][c:24]1[cH:25][n:26][cH:27][cH:28][cH:29]1)[cH:22]3.[CH3:31][S:32]([OH:33])(=[O:34])=[O:35].[CH3:36][OH:37]>>[Br:1][c:2]1[cH:3][c:4]2[n:5]3[c:6]4[c:7]([cH:8][c:9]([O:15][CH2:16][CH2:17][CH2:18][OH:19])[cH:10][c:11]4[c:12]2[cH:13][cH:14]1)[c:20](=[O:30])[c:21]([CH2:23][c:24]1[cH:25][n:26][cH:27][cH:28][cH:29]1)[cH:22]3.[CH3:31][S:32](=[O:33])(=[O:34])[OH:35]. Starting materials: [OH-].[Na+] (sodium hydroxide), O1CCOCC1 (1,4-dioxane), Cl (hydrochloric acid), C(C)C1=C(C(=C(C=C1OCOC)OCOC)C1=CC=CC=C1)CCC1=C(N=CO1)CO ((5-{2-[2-Ethyl-3,5-bis(methoxymethoxy)-6-phenylphenyl]ethyl}-1,3-oxazol-4-yl)methanol). Run in CO (methanol). Run at time 3 hour. The product is C(C)C1=C(C(=C(C=C1O)O)C1=CC=CC=C1)CCC1=C(N=CO1)CO (6-Ethyl-5-[2-(4-hydroxymethyl-1,3-oxazol-5-yl)ethyl]-4-phenylbenzene-1,3-diol). Yield: 33.4%. Reaction SMILES: [CH2:1]([C:3]1[C:8]([O:9]COC)=[CH:7][C:6]([O:13]COC)=[C:5]([C:17]2[CH:22]=[CH:21][CH:20]=[CH:19][CH:18]=2)[C:4]=1[CH2:23][CH2:24][C:25]1[O:29][CH:28]=[N:27][C:26]=1[CH2:30][OH:31])[CH3:2].O1CCOCC1.Cl.[OH-].[Na+]>CO>[CH2:1]([C:3]1[C:8]([OH:9])=[CH:7][C:6]([OH:13])=[C:5]([C:17]2[CH:18]=[CH:19][CH:20]=[CH:21][CH:22]=2)[C:4]=1[CH2:23][CH2:24][C:25]1[O:29][CH:28]=[N:27][C:26]=1[CH2:30][OH:31])[CH3:2] |f:3.4|. Reported procedure: (5-{2-[2-Ethyl-3,5-bis(methoxymethoxy)-6-phenylphenyl]ethyl}-1,3-oxazol-4-yl)methanol (200 mg) was dissolved in methanol (5.0 mL), and 1,4-dioxane solution (1 ml) of 4.0 mol/L hydrochloric acid was added thereto and stirred at room temperature for 3 hours. The reaction liquid was neutralized with aqueous sodium hydroxide solution (1 mol/L), and then extracted with chloroform. The organic layer was washed with aqueous saturated sodium chloride solution, then dried over anhydrous sodium sulfate, a... The reactants are COc1ccccc1N1CCC2(CC1)OCCO2, CC(=O)O, Cl, O. Yields the product COc1ccccc1N1CCC(=O)CC1. Reaction SMILES: [CH2:1]1[O:2][C:4]2([O:3][CH2:18]1)[CH2:5][CH2:6][N:7]([c:10]1[c:11]([O:16][CH3:17])[cH:12][cH:13][cH:14][cH:15]1)[CH2:8][CH2:9]2.[CH3:20][C:21](=[O:22])[OH:23].[ClH:19].[OH2:24]>>[O:3]=[C:4]1[CH2:5][CH2:6][N:7]([c:10]2[c:11]([O:16][CH3:17])[cH:12][cH:13][cH:14][cH:15]2)[CH2:8][CH2:9]1. Reactants: C1[C@H]([C@@H]([C@H]([C@@H]([C@H]1N)O[C@@H]2[C@@H]([C@H]([C@@H]([C@H](O2)CN)O)O)O)O)O[C@@H]3[C@@H]([C@H]([C@@H]([C@H](O3)CO)O)N)O)N.OS(=O)(=O)O (Kanamycin sulfate). Run in O (water). Product: C1[C@H]([C@@H]([C@H]([C@@H]([C@H]1N)O[C@H]2[C@H]([C@@H]([C@H]([C@@H](O2)CN)O)O)O)O)O[C@@H]3[C@@H]([C@H]([C@@H]([C@H](O3)CO)O)N)O)N (kanamycin A). Isolated yield 113.6%. RXN SMILES: [CH2:1]1[C@H:6]([NH2:7])[C@@H:5]([O:8][C@H:9]2[O:14][C@H:13]([CH2:15][NH2:16])[C@@H:12]([OH:17])[C@H:11]([OH:18])[C@H:10]2[OH:19])[C@H:4]([OH:20])[C@@H:3]([O:21][C@H:22]2[O:27][C@H:26]([CH2:28][OH:29])[C@@H:25]([OH:30])[C@H:24]([NH2:31])[C@H:23]2[OH:32])[C@@H:2]1[NH2:33].OS(O)(=O)=O>O>[CH2:1]1[C@H:6]([NH2:7])[C@@H:5]([O:8][C@@H:9]2[O:14][C@@H:13]([CH2:15][NH2:16])[C@H:12]([OH:17])[C@@H:11]([OH:18])[C@@H:10]2[OH:19])[C@H:4]([OH:20])[C@@H:3]([O:21][C@H:22]2[O:27][C@H:26]([CH2:28][OH:29])[C@@H:25]([OH:30])[C@H:24]([NH2:31])[C@H:23]2[OH:32])[C@@H:2]1[NH2:33] |f:0.1|. Procedure details: Kanamycin sulfate (20.0 g) was dissolved in 200 mL of water. This was loaded on a column prepared with 400 g of AMBERLITE IRA-140 resin (6.4 cm×17.5 cm). The column was eluted with water, and the appropriate fractions were collected and lyophilized to give 18.9 g of kanamycin A (free base) (18). Starting materials: Cl (hydrochloric acid), solution, [OH-].[Na+] (sodium hydroxide), C(=O)(OC)C(OC1=C(C=C(C=C1)CN1C(=NC=2C1=NC(=CC2C)C)CC)CC=C)C2=CC=CC=C2 (3-[4-(1-carbomethoxy-1-phenylmethoxy)-3-(2-propen-1-yl)phenylmethyl]-5,7-dimethyl-2-ethyl-3H-imidazo[4,5-b]pyridine). Solvent: CO (methanol). Run at time 2 hour. The product is C(=O)(O)C(OC1=C(C=C(C=C1)CN1C(=NC=2C1=NC(=CC2C)C)CC)CC=C)C2=CC=CC=C2 (3-[4-(1-carboxy-1-phenylmethoxy)-3-(2-propen-1-yl)phenylmethyl]-5,7-dimethyl-2-ethyl-3H-imidazo[4,5-b]pyridine). The yield is 67.3%. As a reaction SMILES: [C:1]([CH:5]([C:30]1[CH:35]=[CH:34][CH:33]=[CH:32][CH:31]=1)[O:6][C:7]1[CH:12]=[CH:11][C:10]([CH2:13][N:14]2[C:18]3=[N:19][C:20]([CH3:24])=[CH:21][C:22]([CH3:23])=[C:17]3[N:16]=[C:15]2[CH2:25][CH3:26])=[CH:9][C:8]=1[CH2:27][CH:28]=[CH2:29])([O:3]C)=[O:2].[OH-].[Na+].Cl>CO>[C:1]([CH:5]([C:30]1[CH:31]=[CH:32][CH:33]=[CH:34][CH:35]=1)[O:6][C:7]1[CH:12]=[CH:11][C:10]([CH2:13][N:14]2[C:18]3=[N:19][C:20]([CH3:24])=[CH:21][C:22]([CH3:23])=[C:17]3[N:16]=[C:15]2[CH2:25][CH3:26])=[CH:9][C:8]=1[CH2:27][CH:28]=[CH2:29])([OH:3])=[O:2] |f:1.2|. Reported procedure: To a solution of 0.141 g (0.30 mmol) of the product of Step H dissolved in 2.0 mL of methanol was added 0.25 mL of a 1.0N solution of sodium hydroxide and the reaction was stirred at room temperature for 2 hours. The reaction mixture was then adjusted to pH 7 with 1.0N hydrochloric acid and then partitioned between ethyl acetate and water. The organic layer was separated, dried (MgSO4), filtered, evaporated and then purified on a silica gel flash chromatography column eluted with chloroform-meth... The reactants are COc1cc2c(cc1[N+](=O)[O-])N(C(=O)C1CCCN1C)CC2, CO. Yields the product COc1cc2c(cc1N)N(C(=O)C1CCCN1C)CC2. As a reaction SMILES: [CH3:1][O:2][c:3]1[cH:4][c:5]2[c:9]([cH:10][c:11]1[N+:12]([O-:13])=[O:14])[N:8]([C:15]([CH:16]1[N:17]([CH3:21])[CH2:18][CH2:19][CH2:20]1)=[O:22])[CH2:7][CH2:6]2.[CH3:23][OH:24]>>[CH3:1][O:2][c:3]1[cH:4][c:5]2[c:9]([cH:10][c:11]1[NH2:12])[N:8]([C:15]([CH:16]1[N:17]([CH3:21])[CH2:18][CH2:19][CH2:20]1)=[O:22])[CH2:7][CH2:6]2.